This data is from the Open Reaction Database (ORD), a public repository of structured organic reaction records. The task is: describe an organic reaction: reactants, conditions, products, and yield The reactants are C[O-].[Na+] (sodium methoxide), O (water), Cl.NC1=CC=C2C=CC(=CC2=C1)O (7-amino-2-naphthol hydrochloride), (2-chloromethyl)quinoline, CN(C=O)C (dimethylformamide). The solvent is CO (methanol), CO (methanol). Reaction conditions: temperature 10 celsius, time 1 hour. Product: N1=C(C=CC2=CC=CC=C12)COC1=CC=C2C=CC(=CC2=C1)N (7-(2-quinolinylmethoxy)-2-naphthalenamine). Isolated yield 62.0%. RXN SMILES: Cl.[NH2:2][C:3]1[CH:12]=[C:11]2[C:6]([CH:7]=[CH:8][C:9](O)=[CH:10]2)=[CH:5][CH:4]=1.[CH3:14][O-:15].[Na+].O.[CH3:18][N:19]([CH3:22])C=O>CO>[N:19]1[C:22]2[C:3](=[CH:4][CH:5]=[CH:6][CH:7]=2)[CH:12]=[CH:11][C:18]=1[CH2:14][O:15][C:9]1[CH:10]=[C:11]2[C:6]([CH:5]=[CH:4][C:3]([NH2:2])=[CH:12]2)=[CH:7][CH:8]=1 |f:0.1,2.3|. Procedure: To a suspension of 40.0 g 7-amino-2-naphthol hydrochloride (205 mmol) in 250 mL methanol under nitrogen is added 451 mL of 0.91N sodium methoxide (410 mmol) in methanol. After 1 hour of stirring, the solvent is removed and the residue is taken up in 500 mL dimethylformamide and cooled to 10° C. under nitrogen. A solution of 36.3 g (2-chloromethyl)quinoline (205 mmol) in 200 mL dimethylformamide is added. After stirring overnight at ambient temperature, the reaction is stripped of solvent, water ... Starting materials: FC(C1=CC(=NC=2N1N=CC2C(=O)O)C2=CC=C(C=C2)C(F)(F)F)F (7-difluoromethyl-5-(4-trifluoromethyl-phenyl)-pyrazolo[1,5-a]pyrimidine-3-carboxylic acid), OCCN(S(=O)(=O)C=1SC(=C(C1)N)Cl)CCO (4-amino-5-chloro-thiophene-2-sulfonic acid bis-(2-hydroxy-ethyl)-amide). Yields the product OCCN(S(=O)(=O)C1=CC(=C(S1)Cl)NC(=O)C=1C=NN2C1N=C(C=C2C(F)F)C2=CC=C(C=C2)C(F)(F)F)CCO (7-Difluoromethyl-5-(4-trifluoromethyl-phenyl)-pyrazolo[1,5-a]pyrimidine-3-carboxylic acid {5-[bis-(2-hydroxy-ethyl)-sulfamoyl]-2-chloro-thiophen-3-yl}-amide). As a reaction SMILES: [F:1][CH:2]([F:25])[C:3]1[N:8]2[N:9]=[CH:10][C:11]([C:12]([OH:14])=O)=[C:7]2[N:6]=[C:5]([C:15]2[CH:20]=[CH:19][C:18]([C:21]([F:24])([F:23])[F:22])=[CH:17][CH:16]=2)[CH:4]=1.[OH:26][CH2:27][CH2:28][N:29]([CH2:40][CH2:41][OH:42])[S:30]([C:33]1[S:34][C:35]([Cl:39])=[C:36]([NH2:38])[CH:37]=1)(=[O:32])=[O:31]>>[OH:26][CH2:27][CH2:28][N:29]([CH2:40][CH2:41][OH:42])[S:30]([C:33]1[S:34][C:35]([Cl:39])=[C:36]([NH:38][C:12]([C:11]2[CH:10]=[N:9][N:8]3[C:3]([CH:2]([F:25])[F:1])=[CH:4][C:5]([C:15]4[CH:20]=[CH:19][C:18]([C:21]([F:22])([F:24])[F:23])=[CH:17][CH:16]=4)=[N:6][C:7]=23)=[O:14])[CH:37]=1)(=[O:31])=[O:32]. Procedure: The title compound was prepared from 7-difluoromethyl-5-(4-trifluoromethyl-phenyl)-pyrazolo[1,5-a]pyrimidine-3-carboxylic acid (example C.1) and 4-amino-5-chloro-thiophene-2-sulfonic acid bis-(2-hydroxy-ethyl)-amide (example B.5) according to general procedure II. Light yellow solid. MS (ISP) 640.3 [(M+H)+]; mp 216° C. Starting materials: CC(C)(C)[Si](C)(C)OC1CN(S(C)(=O)=O)Cc2nc3c(N)nc4ccccc4c3n2C1, C1CCOC1, CCCC[N+](CCCC)(CCCC)CCCC, [F-]. Yields the product CS(=O)(=O)N1Cc2nc3c(N)nc4ccccc4c3n2CC(O)C1. RXN SMILES: [C:1]([Si:2]([CH3:3])([CH3:4])[O:6][CH:7]1[CH2:8][N:9]([S:26](=[O:27])(=[O:28])[CH3:29])[CH2:10][c:11]2[n:12]([c:13]3[c:14]([c:15]([NH2:23])[n:16][c:17]4[cH:18][cH:19][cH:20][cH:21][c:22]34)[n:24]2)[CH2:25]1)([CH3:5])([CH3:30])[CH3:31].[CH2:50]1[O:51][CH2:52][CH2:53][CH2:54]1.[CH3:33][CH2:34][CH2:35][CH2:36][N+:37]([CH2:38][CH2:39][CH2:40][CH3:41])([CH2:42][CH2:43][CH2:44][CH3:45])[CH2:46][CH2:47][CH2:48][CH3:49].[F-:32]>>[OH:6][CH:7]1[CH2:8][N:9]([S:26](=[O:27])(=[O:28])[CH3:29])[CH2:10][c:11]2[n:12]([c:13]3[c:14]([c:15]([NH2:23])[n:16][c:17]4[cH:18][cH:19][cH:20][cH:21][c:22]34)[n:24]2)[CH2:25]1. Starting materials: C(C=C)C1=CC=C(C=C1)Br (1-allyl-4-bromo-benzene), C[N+]1(CCOCC1)[O-] (NMO), O (water). The reagents and catalysts are O=[Os](=O)(=O)=O (OsO4). Run in CC(=O)C (acetone), C(Cl)Cl (DCM). Conditions: time 2 hour. The product is BrC1=CC=C(C=C1)CC(CO)O (3-(4-bromo-phenyl)-propane-1,2-diol). Reaction SMILES: [CH2:1]([C:4]1[CH:9]=[CH:8][C:7]([Br:10])=[CH:6][CH:5]=1)C=C.C[N+]1([O-])[CH2:17][CH2:16][O:15]CC1.[OH2:19]>CC(C)=O.C(Cl)Cl.O=[Os](=O)(=O)=O>[Br:10][C:7]1[CH:8]=[CH:9][C:4]([CH2:1][CH:16]([OH:15])[CH2:17][OH:19])=[CH:5][CH:6]=1. Reported procedure: A solution of 1-allyl-4-bromo-benzene (2.0 g, 10.2 mmol) in acetone (60 mL) is treated with OsO4 (52 mg, 0.20 mmol), NMO (1.44 g, 12.2 mmol) and water (approx. 0.3 mL). The clear solution is stirred at rt for 2 h, diluted with DCM (150 mL) and washed twice with 10% aq. citric acid (2×75 mL). The aqueous phase is extracted twice with DCM. The organic extracts are combined, dried over MgSO4 and evaporated. The crude product is purified by CC on silica gel eluting with EA to give 3-(4-bromo-phenyl)... Run in C(C)O (ethanol), CCOCC (ether). Reactants: [Li] (Lithium), CC1(C(C(CC(=C1)C)(C)C)C(=CC(C)=O)C)C (4-(2,2,4,6,6-pentamethyl-3-cyclohexen-1-yl)-3-penten-2-one), N (ammonia), [Cl-].[NH4+] (Ammonium chloride), N (ammonia). Isolated yield 77.5%. Yields the product CC(CC(C1C(C=C(CC1(C)C)C)(C)C)C)O (α,γ,2,2,4,6,6-heptamethyl-3-cyclohexene-1-propanol). Procedure details: Lithium shot (0.5 g, 0.071 mol) was added portionwise over a 40 min. period to a cold (-30° to -40° C.) mixture of 4-(2,2,4,6,6-pentamethyl-3-cyclohexen-1-yl)-3-penten-2-one (1.08 g, 0.0046 mol), ether (20 mL), ethanol (20 mL) and ammonia (80 mL). Ammonium chloride (8.0 g) was added to the blue colored reaction mixture. The ammonia was allowed to evaporate. Ether (100 mL) and water (200 mL) were added to the residue. The aqueous layer was extracted with ether (100 mL). The combined organic extra... As a reaction SMILES: [Li].[CH3:2][C:3]1([CH3:18])[CH:8]=[C:7]([CH3:9])[CH2:6][C:5]([CH3:11])([CH3:10])[CH:4]1[C:12]([CH3:17])=[CH:13][C:14](=[O:16])[CH3:15].N.[Cl-].[NH4+]>C(O)C.CCOCC>[CH3:15][CH:14]([OH:16])[CH2:13][CH:12]([CH3:17])[CH:4]1[C:5]([CH3:11])([CH3:10])[CH2:6][C:7]([CH3:9])=[CH:8][C:3]1([CH3:18])[CH3:2] |f:3.4,^1:0|. The reactants are CC(CC1=C(C=CC(=N1)COC=1C=C(C=C(C1)C)CCC(=O)OCC)C1=C(C=CC(=C1)OC)F)(C)C (ethyl 3-(3-((6-(2,2-dimethylpropyl)-5-(2-fluoro-5-methoxyphenyl)pyridin-2-yl)methoxy)-5-methylphenyl)propanoate), [OH-].[Na+] (sodium hydroxide). Run in CO (methanol), C1CCOC1 (THF). Run at time 15 hour. Yields the product CC(CC1=C(C=CC(=N1)COC=1C=C(C=C(C1)C)CCC(=O)O)C1=C(C=CC(=C1)OC)F)(C)C (3-(3-((6-(2,2-dimethylpropyl)-5-(2-fluoro-5-methoxyphenyl)pyridin-2-yl)methoxy)-5-methylphenyl)propanoic acid). Yield: 66.0%. RXN SMILES: [CH3:1][C:2]([CH3:36])([CH3:35])[CH2:3][C:4]1[N:9]=[C:8]([CH2:10][O:11][C:12]2[CH:13]=[C:14]([CH2:19][CH2:20][C:21]([O:23]CC)=[O:22])[CH:15]=[C:16]([CH3:18])[CH:17]=2)[CH:7]=[CH:6][C:5]=1[C:26]1[CH:31]=[C:30]([O:32][CH3:33])[CH:29]=[CH:28][C:27]=1[F:34].[OH-].[Na+]>CO.C1COCC1>[CH3:1][C:2]([CH3:36])([CH3:35])[CH2:3][C:4]1[N:9]=[C:8]([CH2:10][O:11][C:12]2[CH:13]=[C:14]([CH2:19][CH2:20][C:21]([OH:23])=[O:22])[CH:15]=[C:16]([CH3:18])[CH:17]=2)[CH:7]=[CH:6][C:5]=1[C:26]1[CH:31]=[C:30]([O:32][CH3:33])[CH:29]=[CH:28][C:27]=1[F:34] |f:1.2|. Procedure: To a solution of ethyl 3-(3-((6-(2,2-dimethylpropyl)-5-(2-fluoro-5-methoxyphenyl)pyridin-2-yl)methoxy)-5-methylphenyl)propanoate (400 mg) in methanol (4.0 ml) and THF (8.0 mL) was added 1N aqueous sodium hydroxide solution (8.0 mL), and the mixture was stirred at room temperature for 15 hr. The reaction mixture was concentrated under reduced pressure, and 1N hydrochloric acid was added to the residue to adjust to pH<4. The reaction mixture was extracted with ethyl acetate, and the extract was wa...